The task is: describe an organic reaction: reactants, conditions, products, and yield. This data is from the Open Reaction Database (ORD), a public repository of structured organic reaction records. Starting materials: FC1=CC=C(C=C1)C(=O)N1CC=2N(CC1)N=C(C2I)COC2=CC=CC=C2 ((4-fluoro-phenyl)-(3-iodo-2-phenoxymethyl-6,7-dihydro-4H-pyrazolo[1,5-a]pyrazin-5-yl)-methanone), CB(O)O (methylboronic acid). Reagents/catalysts: C=1C=CC(=CC1)[P](C=2C=CC=CC2)(C=3C=CC=CC3)[Pd]([P](C=4C=CC=CC4)(C=5C=CC=CC5)C=6C=CC=CC6)([P](C=7C=CC=CC7)(C=8C=CC=CC8)C=9C=CC=CC9)[P](C=1C=CC=CC1)(C=1C=CC=CC1)C=1C=CC=CC1 (Tetrakis(triphenylphosphine)palladium(0)). Run in O1CCOCC1 (1,4-dioxane), C(=O)([O-])[O-].[Na+].[Na+] (Na2CO3), C(=O)([O-])[O-].[Na+].[Na+] (Na2CO3). Run at temperature 100 celsius, time 21 hour. Product: FC1=CC=C(C=C1)C(=O)N1CC=2N(CC1)N=C(C2C)COC2=CC=CC=C2 ((4-fluoro-phenyl)-(3-methyl-2-phenoxymethyl-6,7-dihydro-4H-pyrazolo[1,5-a]pyrazin-5-yl)-methanone). Yield: 41.6%. Reaction SMILES: [F:1][C:2]1[CH:7]=[CH:6][C:5]([C:8]([N:10]2[CH2:15][CH2:14][N:13]3[N:16]=[C:17]([CH2:20][O:21][C:22]4[CH:27]=[CH:26][CH:25]=[CH:24][CH:23]=4)[C:18](I)=[C:12]3[CH2:11]2)=[O:9])=[CH:4][CH:3]=1.[CH3:28]B(O)O>O1CCOCC1.C([O-])([O-])=O.[Na+].[Na+].C1C=CC([P]([Pd]([P](C2C=CC=CC=2)(C2C=CC=CC=2)C2C=CC=CC=2)([P](C2C=CC=CC=2)(C2C=CC=CC=2)C2C=CC=CC=2)[P](C2C=CC=CC=2)(C2C=CC=CC=2)C2C=CC=CC=2)(C2C=CC=CC=2)C2C=CC=CC=2)=CC=1>[F:1][C:2]1[CH:7]=[CH:6][C:5]([C:8]([N:10]2[CH2:15][CH2:14][N:13]3[N:16]=[C:17]([CH2:20][O:21][C:22]4[CH:27]=[CH:26][CH:25]=[CH:24][CH:23]=4)[C:18]([CH3:28])=[C:12]3[CH2:11]2)=[O:9])=[CH:4][CH:3]=1 |f:3.4.5,^1:47,49,68,87|. Reported procedure: Tetrakis(triphenylphosphine)palladium(0) (15.7 mg, 0.014 mmol) was added to a stirred solution of (4-fluoro-phenyl)-(3-iodo-2-phenoxymethyl-6,7-dihydro-4H-pyrazolo[1,5-a]pyrazin-5-yl)-methanone (0.13 g, 0.27 mmol), methylboronic acid (0.122 g, 2.04 mmol) and saturated solution of Na2CO3 (2 mL) in 1,4-dioxane (4 mL) under N2. The mixture was stirred at 100° C. for 21 hours and then the mixture was diluted with a saturated solution of Na2CO3 and extracted with DCM. The organic layer was separated,...